This data is from the Open Reaction Database (ORD), a public repository of structured organic reaction records. The task is: describe an organic reaction: reactants, conditions, products, and yield Reactants: FC(C(=O)O)(F)F (trifluoroacetic acid), OC1=NC2=C(N1CC1=CC=C(C=C1)C=1C(=CC=CC1)C(=O)OC(C)(C)C)C=CC=C2 (tert.butyl 4'-[(2-hydroxybenzimidazol-1-yl)-methyl]biphenyl-2-carboxylate), C(C)OCC (diethylether). Run in C(Cl)Cl (methylene chloride). Conditions: time 2 hour. The product is OC1=NC2=C(N1CC1=CC=C(C=C1)C=1C(=CC=CC1)C(=O)O)C=CC=C2 (4'-[(2-Hydroxybenzimidazol-1-yl)-methyl]biphenyl-2-carboxylic acid). As a reaction SMILES: [OH:1][C:2]1[N:6]([CH2:7][C:8]2[CH:13]=[CH:12][C:11]([C:14]3[C:15]([C:20]([O:22]C(C)(C)C)=[O:21])=[CH:16][CH:17]=[CH:18][CH:19]=3)=[CH:10][CH:9]=2)[C:5]2[CH:27]=[CH:28][CH:29]=[CH:30][C:4]=2[N:3]=1.FC(F)(F)C(O)=O.C(OCC)C>C(Cl)Cl>[OH:1][C:2]1[N:6]([CH2:7][C:8]2[CH:13]=[CH:12][C:11]([C:14]3[C:15]([C:20]([OH:22])=[O:21])=[CH:16][CH:17]=[CH:18][CH:19]=3)=[CH:10][CH:9]=2)[C:5]2[CH:27]=[CH:28][CH:29]=[CH:30][C:4]=2[N:3]=1. Procedure: 0.9 g (2.25 mmol) of tert.butyl 4'-[(2-hydroxybenzimidazol-1-yl)-methyl]biphenyl-2-carboxylate are dissolved in 10 ml of methylene chloride and treated with 10 ml of trifluoroacetic acid. The solution is stirred for 2 hours at ambient temperature and then evaporated to dryness on a rotary evaporator. The oily residue is dissolved in 50 ml of methylene chloride and extracted by shaking twice using water. The organic phase is dried using magnesium sulphate and evaporated to dryness. The crystallin... Starting materials: ClC=1C=C2C=CC(=CC2=CC1)S(=O)(=O)N1CCN(CC1)C(=O)C1=CC=C(C=C1)C1=NOC(=N1)C ([4-(6-chloronaphthalene-2-sulphonyl)piperazin-1-yl][4-(5-methyl[1,2,4]oxadiazol-3-yl)phenyl]methanone), C(C)(=O)O (acetic acid). The reagents and catalysts are [Ni] (Raney nickel). The solvent is CO (methanol). The product is ClC=1C=C2C=CC(=CC2=CC1)S(=O)(=O)N1CCN(CC1)C(=O)C1=CC=C(C(=N)N)C=C1 (4-[4-(6-chloronaphthalene-2-sulphonyl)piperazin-1-carbonyl]benzamidine), C(C)(=O)[O-] (acetate). Reaction SMILES: [Cl:1][C:2]1[CH:3]=[C:4]2[C:9](=[CH:10][CH:11]=1)[CH:8]=[C:7]([S:12]([N:15]1[CH2:20][CH2:19][N:18]([C:21]([C:23]3[CH:28]=[CH:27][C:26]([C:29]4[N:33]=C(C)O[N:30]=4)=[CH:25][CH:24]=3)=[O:22])[CH2:17][CH2:16]1)(=[O:14])=[O:13])[CH:6]=[CH:5]2.[C:35]([OH:38])(=[O:37])[CH3:36]>CO.[Ni]>[Cl:1][C:2]1[CH:3]=[C:4]2[C:9](=[CH:10][CH:11]=1)[CH:8]=[C:7]([S:12]([N:15]1[CH2:16][CH2:17][N:18]([C:21]([C:23]3[CH:28]=[CH:27][C:26]([C:29]([NH2:33])=[NH:30])=[CH:25][CH:24]=3)=[O:22])[CH2:19][CH2:20]1)(=[O:13])=[O:14])[CH:6]=[CH:5]2.[C:35]([O-:38])(=[O:37])[CH3:36]. Procedure details: A solution of 100 mg of [4-(6-chloronaphthalene-2-sulphonyl)piperazin-1-yl][4-(5-methyl[1,2,4]oxadiazol-3-yl)phenyl]methanone in 5 ml of methanol is admixed with 100 mg of Raney nickel and a drop of acetic acid and hydrogenated to completion at atmospheric pressure and room temperature. Catalyst and solvent are removed, giving 4-[4-(6-chloronaphthalene-2-sulphonyl)piperazin-1-carbonyl]benzamidine, acetate, FAB 457. Starting materials: CC(C)C1=C(C(=CC=C1)C(C)C)CC(=O)C=1C(=C(C(=CC1)C(C)C)OS(N)(=O)=O)C(C)C (Sulfamic acid[[2,6-bis(1-methylethyl)phenyl]-acetyl]-2,6-bis(1-methylethyl)phenyl ester), C(C)(C)C1=C(C(=CC=C1)C(C)C)CC(=O)O (2,6-diisopropylphenylacetic acid), C1(=CC=CC=C1)[C@H]1[C@@H](C1)C(=O)O (trans-2-phenylcyclopropylcarboxylic acid). Yields the product C1(=CC=CC=C1)[C@H]1[C@@H](C1)C(=O)C=1C(=C(C(=CC1)C(C)C)OS(N)(=O)=O)C(C)C (sulfamic acid trans-[(2-phenylcyclo-propyl)carbonyl]-2,6-bis(1-methylethyl)phenyl ester). RXN SMILES: CC([C:4]1[CH:9]=[CH:8][CH:7]=[C:6]([CH:10](C)[CH3:11])[C:5]=1[CH2:13][C:14]([C:16]1[C:17]([CH:30]([CH3:32])[CH3:31])=[C:18]([O:25][S:26](=[O:29])(=[O:28])[NH2:27])[C:19]([CH:22]([CH3:24])[CH3:23])=[CH:20][CH:21]=1)=[O:15])C.C(C1C=CC=C(C(C)C)C=1CC(O)=O)(C)C.C1([C@@H]2C[C@H]2C(O)=O)C=CC=CC=1>>[C:6]1([C@@H:5]2[CH2:4][C@H:13]2[C:14]([C:16]2[C:17]([CH:30]([CH3:32])[CH3:31])=[C:18]([O:25][S:26](=[O:29])(=[O:28])[NH2:27])[C:19]([CH:22]([CH3:23])[CH3:24])=[CH:20][CH:21]=2)=[O:15])[CH:7]=[CH:8][CH:9]=[CH:11][CH:10]=1. Procedure: This compound was prepared in the same manner as for the title compound of Example 1, except that 2,6-diisopropylphenylacetic acid was replaced with trans-2-phenylcyclopropylcarboxylic acid, mp 166°-168° C. Starting materials: CCOC(C)=O, O=C1CC(=O)OC(CCl)C1, O=[Pt]=O. The product is O=C1CC(O)CC(CCl)O1. RXN SMILES: [CH3:14][CH2:15][O:16][C:17](=[O:18])[CH3:19].[Cl:1][CH2:2][CH:3]1[CH2:4][C:5](=[O:10])[CH2:6][C:7](=[O:9])[O:8]1.[Pt:11](=[O:12])=[O:13]>>[Cl:1][CH2:2][CH:3]1[CH2:4][CH:5]([OH:10])[CH2:6][C:7](=[O:9])[O:8]1. Starting materials: [Br-], C=Cc1ccccc1, [Mg], C1CCOC1. As a reaction SMILES: [Br-:2].[CH:3](=[CH2:4])[c:5]1[cH:6][cH:7][cH:8][cH:9][cH:10]1.[Mg:1].[O:11]1[CH2:12][CH2:13][CH2:14][CH2:15]1>>[Br-:2].[Mg+:1][c:9]1[cH:8][cH:7][cH:6][c:5]([CH:3]=[CH2:4])[cH:10]1. The product is [Br-], C=Cc1cccc([Mg+])c1. Starting materials: C1CCC2=NCCCN2CC1 (DBU), C(C)Br (ethyl bromide), COC(CC#N)=O (Methylcyanoacetate). Run in C1CCOC1 (THF). Reaction conditions: temperature 50 celsius, time 2 hour. The product is COC(C(CC)(CC)C#N)=O (methyl2-cyano-2-ethyl-butanoate). Isolated yield 64.2%. RXN SMILES: [CH3:1][O:2][C:3](=[O:7])[CH2:4][C:5]#[N:6].[CH2:8]1CCN2C(=NCCC2)C[CH2:9]1.[CH2:19](Br)[CH3:20]>C1COCC1>[CH3:1][O:2][C:3](=[O:7])[C:4]([C:5]#[N:6])([CH2:19][CH3:20])[CH2:8][CH3:9]. Procedure details: Methylcyanoacetate (Aldrich; 20 g, 0.201 mol) was dissolved in THF (250 mL), to this was added DBU (75 mL, 0.505 mol) and ethyl bromide (40 mL, 0.606 mol). The reaction was stirred at 50° C. for 2 hours before being cooled and quenched with sat NH4Cl(aq). The organic layer was separated and the remaining aqueous was extracted with diethyl ether (2×100 mL), dried and solvent removed in vacuo to yield yellow oil. Purification was achieved via distillation at 70° C. at 0.5 mbar to afford methyl2-cy... Reactants: CC(=O)Cl, ClCCl, Cl, CCOC(=O)CC(N)c1cccc(F)c1, O. The product is CCOC(=O)CC(NC(C)=O)c1cccc(F)c1. Reaction SMILES: [CH3:1][C:2]([Cl:3])=[O:4].[Cl:22][CH2:23][Cl:24].[ClH:21].[NH2:5][CH:6]([CH2:7][C:8](=[O:9])[O:10][CH2:11][CH3:12])[c:13]1[cH:14][c:15]([F:19])[cH:16][cH:17][cH:18]1.[OH2:20]>>[CH3:1][C:2](=[O:4])[NH:5][CH:6]([CH2:7][C:8](=[O:9])[O:10][CH2:11][CH3:12])[c:13]1[cH:14][c:15]([F:19])[cH:16][cH:17][cH:18]1. Reactants: CC(C)(C)O[Al](OC(C)(C)C)OC(C)(C)C, [H-], CC12CCC(=O)CC1CCC1C2CCC2(C)C(c3ccoc3)CC3OC312, C1CCOC1, O. The product is CC12CCC(O)CC1CCC1C2CCC2(C)C(c3ccoc3)CC3OC312. As a reaction SMILES: [C:28]([O:29][Al:30]([O:31][C:32]([CH3:33])([CH3:34])[CH3:35])[O:36][C:37]([CH3:38])([CH3:39])[CH3:40])([CH3:41])([CH3:42])[CH3:43].[H-:27].[O:1]1[C:2]23[CH:3]1[CH2:4][CH:5]([c:22]1[cH:23][o:24][cH:25][cH:26]1)[C:6]2([CH3:7])[CH2:8][CH2:9][CH:10]1[C:11]2([CH3:21])[CH2:12][CH2:13][C:14](=[O:20])[CH2:15][CH:16]2[CH2:17][CH2:18][CH:19]31.[O:45]1[CH2:46][CH2:47][CH2:48][CH2:49]1.[OH2:44]>>[O:1]1[C:2]23[CH:3]1[CH2:4][CH:5]([c:22]1[cH:23][o:24][cH:25][cH:26]1)[C:6]2([CH3:7])[CH2:8][CH2:9][CH:10]1[C:11]2([CH3:21])[CH2:12][CH2:13][CH:14]([OH:20])[CH2:15][CH:16]2[CH2:17][CH2:18][CH:19]31. The reactants are C(Cl)Cl.CO (CH2Cl2 MeOH), C(=O)(C)Cl (AcCl), C=C1C[C@H](N(C1)C(C1=C(C=C(C(=C1)OC)OCC1=CC=CC=C1)[N+](=O)[O-])=O)C=O ((2S)-4-(methylene)-1-[5-methoxy-2-nitro-4-(phenylmethoxy)benzoyl]-2-pyrrolidinecarboxaldehyde), S(=O)([O-])S(=O)[O-].[Na+].[Na+] (sodium hydrosulfite), hexanes AcOEt. The solvent is C1CCOC1.O (THF H2O). Yields the product COC=1C(=CC2=C(C(N3[C@H](C=N2)CC(C3)=C)=O)C1)OCC1=CC=CC=C1 ((11aS)-7-methoxy-2-methylene-8-(phenylmethoxy)-1,2,3,11a-tetrahydro-5H-pyrrolo[2,1-c][1,4]benzodiazepin-5-one). Yield: 70.0%. As a reaction SMILES: [CH2:1]=[C:2]1[CH2:6][N:5]([C:7](=[O:27])[C:8]2[CH:13]=[C:12]([O:14][CH3:15])[C:11]([O:16][CH2:17][C:18]3[CH:23]=[CH:22][CH:21]=[CH:20][CH:19]=3)=[CH:10][C:9]=2[N+:24]([O-])=O)[C@H:4]([CH:28]=O)[CH2:3]1.S(S([O-])=O)([O-])=O.[Na+].[Na+].C(Cl)Cl.CO.C(Cl)(C)=O>C1COCC1.O>[CH3:15][O:14][C:12]1[C:11]([O:16][CH2:17][C:18]2[CH:19]=[CH:20][CH:21]=[CH:22][CH:23]=2)=[CH:10][C:9]2[N:24]=[CH:28][C@@H:4]3[CH2:3][C:2](=[CH2:1])[CH2:6][N:5]3[C:7](=[O:27])[C:8]=2[CH:13]=1 |f:1.2.3,4.5,7.8|. Procedure: To a solution of (2S)-4-(methylene)-1-[5-methoxy-2-nitro-4-(phenylmethoxy)benzoyl]-2-pyrrolidinecarboxaldehyde (1.0 equivalent) in THF/H2O (v/v, 1.7:1, 0.03 M) was added sodium hydrosulfite (5˜8 equivalent) in portions within 2 minutes at room temperature. The mixture was further stirred for 6˜20 hours and monitored by TLC (hexanes/AcOEt 1:2 and CH2Cl2/MeOH 5:1). After the aldehyde was almost consumed, the reaction was quenched with methanol (about same volume as THF used). The solvents were rem...